Dataset: the Open Reaction Database (ORD), a public repository of structured organic reaction records. Task: describe an organic reaction: reactants, conditions, products, and yield Reactants: c1ccc2c(c1)CCN2, ClCCl, O=C(OC(Cl)(Cl)Cl)OC(Cl)(Cl)Cl, CCOC(=O)Cc1ccc(N)c(Cl)c1, O, c1ccncc1. Product: CCOC(=O)Cc1ccc(NC(=O)N2CCc3ccccc32)c(Cl)c1. As a reaction SMILES: [CH2:33]1[CH2:34][c:35]2[cH:36][cH:37][cH:38][cH:39][c:40]2[NH:41]1.[CH2:42]([Cl:43])[Cl:44].[Cl:1][C:2]([Cl:3])([O:4][C:5]([O:6][C:7]([Cl:8])([Cl:9])[Cl:10])=[O:11])[Cl:12].[NH2:19][c:20]1[c:21]([Cl:32])[cH:22][c:23]([CH2:26][C:27](=[O:28])[O:29][CH2:30][CH3:31])[cH:24][cH:25]1.[OH2:45].[cH:13]1[cH:14][cH:15][n:16][cH:17][cH:18]1>>[C:5](=[O:11])([NH:19][c:20]1[c:21]([Cl:32])[cH:22][c:23]([CH2:26][C:27](=[O:28])[O:29][CH2:30][CH3:31])[cH:24][cH:25]1)[N:41]1[CH2:33][CH2:34][c:35]2[cH:36][cH:37][cH:38][cH:39][c:40]21. Product: CCOC(=O)C(O)c1ccc(-c2ccc(-c3ccccc3)cc2)o1. RXN SMILES: [BH4-:60].[CH2:1]([CH:2]1[CH2:3][O:4][C:5]([CH3:6])([CH3:7])[N:8]1[C:9](=[O:10])[CH:11]([c:12]1[cH:13][cH:14][n:15](-[c:16]2[cH:17][cH:18][c:19](-[c:20]3[cH:21][cH:22][cH:23][cH:24][cH:25]3)[cH:26][cH:27]2)[cH:28]1)[OH:29])[c:30]1[cH:31][cH:32][cH:33][cH:34][cH:35]1.[CH2:36]([CH3:37])[O:38][C:39]([C:40](=[O:41])[c:42]1[cH:43][cH:44][c:45](-[c:47]2[cH:48][cH:49][c:50](-[c:53]3[cH:54][cH:55][cH:56][cH:57][cH:58]3)[cH:51][cH:52]2)[o:46]1)=[O:59].[Na+:61]>>[CH2:36]([CH3:37])[O:38][C:39]([CH:40]([OH:41])[c:42]1[cH:43][cH:44][c:45](-[c:47]2[cH:48][cH:49][c:50](-[c:53]3[cH:54][cH:55][cH:56][cH:57][cH:58]3)[cH:51][cH:52]2)[o:46]1)=[O:59]. The reactants are [BH4-], CC1(C)OCC(Cc2ccccc2)N1C(=O)C(O)c1ccn(-c2ccc(-c3ccccc3)cc2)c1, CCOC(=O)C(=O)c1ccc(-c2ccc(-c3ccccc3)cc2)o1, [Na+]. Starting materials: CC(C)N=C=O, Cc1ccc(N)cc1C(=O)c1ccc(Nc2ccc(F)cc2F)cc1Cl, C1COCCO1. The product is Cc1ccc(NC(=O)NC(C)C)cc1C(=O)c1ccc(Nc2ccc(F)cc2F)cc1Cl. Reaction SMILES: [CH:27]([CH3:28])([CH3:29])[N:30]=[C:31]=[O:32].[NH2:1][c:2]1[cH:3][cH:4][c:5]([CH3:26])[c:6]([C:8](=[O:9])[c:10]2[c:11]([Cl:25])[cH:12][c:13]([NH:16][c:17]3[c:18]([F:24])[cH:19][c:20]([F:23])[cH:21][cH:22]3)[cH:14][cH:15]2)[cH:7]1.[O:33]1[CH2:34][CH2:35][O:36][CH2:37][CH2:38]1>>[NH:1]([c:2]1[cH:3][cH:4][c:5]([CH3:26])[c:6]([C:8](=[O:9])[c:10]2[c:11]([Cl:25])[cH:12][c:13]([NH:16][c:17]3[c:18]([F:24])[cH:19][c:20]([F:23])[cH:21][cH:22]3)[cH:14][cH:15]2)[cH:7]1)[C:31]([NH:30][CH:27]([CH3:28])[CH3:29])=[O:32]. The reactants are BrC1=CC=C(C=C1)C1=C(C(=NO1)C)C1C(C1)C(=O)O (2-[5-(4-bromo-phenyl)-3-methyl-isoxazol-4-yl]-cyclopropanecarboxylic acid), CN[C@H](C)C1=CC=CC=C1 (methyl-((R)-1-phenyl-ethyl)-amine). The product is CN(C(=O)C1C(C1)C=1C(=NOC1C1=CC=C(C=C1)Br)C)[C@H](C)C1=CC=CC=C1 (2-[5-(4-Bromo-phenyl)-3-methyl-isoxazol-4-yl]-cyclopropanecarboxylic acid methyl-((R)-1-phenyl-ethyl)-amide). RXN SMILES: [Br:1][C:2]1[CH:7]=[CH:6][C:5]([C:8]2[O:12][N:11]=[C:10]([CH3:13])[C:9]=2[CH:14]2[CH2:16][CH:15]2[C:17]([OH:19])=O)=[CH:4][CH:3]=1.[CH3:20][NH:21][C@@H:22]([C:24]1[CH:29]=[CH:28][CH:27]=[CH:26][CH:25]=1)[CH3:23]>>[CH3:20][N:21]([C@@H:22]([C:24]1[CH:29]=[CH:28][CH:27]=[CH:26][CH:25]=1)[CH3:23])[C:17]([CH:15]1[CH2:16][CH:14]1[C:9]1[C:10]([CH3:13])=[N:11][O:12][C:8]=1[C:5]1[CH:4]=[CH:3][C:2]([Br:1])=[CH:7][CH:6]=1)=[O:19]. Procedure details: Prepared according to the procedure described in Example 2, Step 1, using 2-[5-(4-bromo-phenyl)-3-methyl-isoxazol-4-yl]-cyclopropanecarboxylic acid and methyl-((R)-1-phenyl-ethyl)-amine The reactants are OC1CCC(O)C1, O=C1c2ccccc2C(Cl)(c2ccc(Cl)cc2)N1CCc1ccccc1. The product is O=C1c2ccccc2C(OC2CCC(O)C2)(c2ccc(Cl)cc2)N1CCc1ccccc1. Reaction SMILES: [CH:27]1([OH:33])[CH2:28][CH:29]([OH:32])[CH2:30][CH2:31]1.[Cl:1][C:2]1([c:20]2[cH:21][cH:22][c:23]([Cl:26])[cH:24][cH:25]2)[N:3]([CH2:12][CH2:13][c:14]2[cH:15][cH:16][cH:17][cH:18][cH:19]2)[C:4](=[O:11])[c:5]2[cH:6][cH:7][cH:8][cH:9][c:10]21>>[C:2]1([c:20]2[cH:21][cH:22][c:23]([Cl:26])[cH:24][cH:25]2)([O:32][CH:29]2[CH2:28][CH:27]([OH:33])[CH2:31][CH2:30]2)[N:3]([CH2:12][CH2:13][c:14]2[cH:15][cH:16][cH:17][cH:18][cH:19]2)[C:4](=[O:11])[c:5]2[cH:6][cH:7][cH:8][cH:9][c:10]21.